From a dataset of the Open Reaction Database (ORD), a public repository of structured organic reaction records. describe an organic reaction: reactants, conditions, products, and yield Reactants: [BH4-], CCO, NC(=O)C=C1CC(=O)c2c(F)cc(F)cc21, [Na+]. Product: NC(=O)C=C1CC(O)c2c(F)cc(F)cc21. RXN SMILES: [BH4-:17].[CH3:19][CH2:20][OH:21].[F:1][c:2]1[c:3]2[c:7]([cH:8][c:9]([F:11])[cH:10]1)[C:6](=[CH:12][C:13](=[O:14])[NH2:15])[CH2:5][C:4]2=[O:16].[Na+:18]>>[F:1][c:2]1[c:3]2[c:7]([cH:8][c:9]([F:11])[cH:10]1)[C:6](=[CH:12][C:13](=[O:14])[NH2:15])[CH2:5][CH:4]2[OH:16]. The reactants are COC(CC(C)=O)=O (3-oxo-butyric acid methyl ester), R3—(CH2)m—NH2, N[C@H]1[C@@H](CCCC1)O ((1R,2R)-2-aminocyclohexanol), BrCC(=O)C1=C(C=CC(=C1)C(F)(F)F)F (2-bromo-1-[2-fluoro-5-(trifluoromethyl)-phenyl]-ethanone), C([C@H]1CCCO1)N ((R)-tetrahydrofurfurylamine). The product is O[C@H]1[C@@H](CCCC1)NC(=O)C1=C(N(C(=C1)C1=C(C=CC(=C1)C(F)(F)F)F)C[C@@H]1OCCC1)C (5-(2-Fluoro-5-trifluoromethyl-phenyl)-2-methyl-1-[(R)-1-(tetrahydro-furan-2-yl)methyl]-1H-pyrrole-3-carboxylic acid ((1R,2R)-2-hydroxy-cyclohexyl)-amide). As a reaction SMILES: CO[C:3](=[O:8])[CH2:4][C:5](=O)[CH3:6].Br[CH2:10][C:11]([C:13]1[CH:18]=[C:17]([C:19]([F:22])([F:21])[F:20])[CH:16]=[CH:15][C:14]=1[F:23])=O.[CH2:24]([NH2:30])[C@@H:25]1[O:29][CH2:28][CH2:27][CH2:26]1.[NH2:31][C@@H:32]1[CH2:37][CH2:36][CH2:35][CH2:34][C@H:33]1[OH:38]>>[OH:38][C@@H:33]1[CH2:34][CH2:35][CH2:36][CH2:37][C@H:32]1[NH:31][C:3]([C:4]1[CH:10]=[C:11]([C:13]2[CH:18]=[C:17]([C:19]([F:22])([F:21])[F:20])[CH:16]=[CH:15][C:14]=2[F:23])[N:30]([CH2:24][C@H:25]2[CH2:26][CH2:27][CH2:28][O:29]2)[C:5]=1[CH3:6])=[O:8]. Procedure: The title compound was synthesized in analogy to Example 7, using 3-oxo-butyric acid methyl ester as compound of formula R, 2-bromo-1-[2-fluoro-5-(trifluoromethyl)-phenyl]-ethanone as compound of formula S, (R)-tetrahydrofurfurylamine as R3—(CH2)m—NH2 and (1R,2R)-2-aminocyclohexanol as R1R2NH, MS (ISP) 469.5 (M+H)+. Reactants: CS(=O)(=O)OCC(CO)(C)NCC=1C=C2C=3C=CC=CC3C=CC2=C2C=CC=CC12 (2-((6-Chrysenylmethyl)amino)-2-methyl-1,3-propanediol methanesulfonate), C1=CC=CC=2C3=CC(=C4C=CC=CC4=C3C=CC12)C=O (6-Chrysenecarbaldehyde), Cl.NC(CO)CO (2-amino-1,3-propanediol hydrochloride). Yields the product CS(=O)(=O)OCC(CO)NCC=1C=C2C=3C=CC=CC3C=CC2=C2C=CC=CC12 (2-((6-chrysenylmethyl)amino)-1,3-propanediol methanesulfonate). As a reaction SMILES: [CH3:1][S:2]([O:5][CH2:6][C:7]([NH:11][CH2:12][C:13]1[CH:14]=[C:15]2[C:24](=[C:25]3[C:30]=1[CH:29]=[CH:28][CH:27]=[CH:26]3)[CH:23]=[CH:22][C:21]1[CH:20]=[CH:19][CH:18]=[CH:17][C:16]2=1)(C)[CH2:8][OH:9])(=[O:4])=[O:3].C1C2C=CC3C(=CC(C=O)=C4C=3C=CC=C4)C=2C=CC=1.Cl.NC(CO)CO>>[CH3:1][S:2]([O:5][CH2:6][CH:7]([NH:11][CH2:12][C:13]1[CH:14]=[C:15]2[C:24](=[C:25]3[C:30]=1[CH:29]=[CH:28][CH:27]=[CH:26]3)[CH:23]=[CH:22][C:21]1[CH:20]=[CH:19][CH:18]=[CH:17][C:16]2=1)[CH2:8][OH:9])(=[O:4])=[O:3] |f:2.3|. Procedure: Using the reductive amination procedure outlined in 1C, chrysene-6-carbaldehyde (1A) and 2-amino-1,3-propanediol hydrochloride (Sigma) gave 2-((6-chrysenylmethyl)amino)-1,3-propanediol methanesulfonate mp 208°-209°, (CH3OH/Et2O), (C, H, N, S). Starting materials: [Li+].[BH4-] (LiBH4), COC(=O)C1=NC(=CC=C1)SC(C)C (6-isopropylsulfanyl-pyridine-2-carboxylic acid methyl ester), O (water). Run in C1CCOC1 (THF). Reaction conditions: temperature 40 celsius, time 1 hour. The product is C(C)(C)SC1=CC=CC(=N1)CO ((6-isopropylsulfanyl-pyridin-2-yl)-methanol). The yield is 71.6%. As a reaction SMILES: C[O:2][C:3]([C:5]1[CH:10]=[CH:9][CH:8]=[C:7]([S:11][CH:12]([CH3:14])[CH3:13])[N:6]=1)=O.[Li+].[BH4-].O>C1COCC1>[CH:12]([S:11][C:7]1[N:6]=[C:5]([CH2:3][OH:2])[CH:10]=[CH:9][CH:8]=1)([CH3:14])[CH3:13] |f:1.2|. Procedure details: 6-Isopropylsulfanyl-pyridine-2-carboxylic acid methyl ester (0.13 g, 0.61 mmol) obtained in Step A was dissolved in anhydrous THF (3 mL). 2.0M LiBH4 solution (0.5 mL, 1 mmol) was added thereto, and the mixture was stirred at 40° C. for 1 hour. After the termination of the reaction, the reactant was cooled to room temperature, added with water, and extracted with EtOAc. The organic layer was separated, dried with MgSO4, and concentrated under reduced pressure to obtain the title compound (0.08 g,... Reactants: [Cl-].CC(CC[Zn+])CCCC(C)C (3,7-dimethyloctylzinc chloride), C(C)(=O)OC(C=C)(CCC(C(C)=C)Cl)C (6-chloro-7-methylene-3-methyl-1-octen-3-yl acetate), CC(CCBr)CCCC(C)C (3,7-dimethyloctyl bromide), [Mg] (magnesium), C(CBr)Br (ethylene bromide), CuBr·(CH3)2S. The reagents and catalysts are [Cl-].[Zn+2].[Cl-] (zinc chloride). Solvent: O1CCCC1 (tetrahydrofuran), O1CCCC1 (tetrahydrofuran), O1CCCC1 (tetrahydrofuran). The product is CC(CC[Mg]Br)CCCC(C)C (3,7-dimethyloctylmagnesium bromide), objective compound. Yield: 61.2%. As a reaction SMILES: [CH3:1][CH:2]([CH2:6][CH2:7][CH2:8][CH:9]([CH3:11])[CH3:10])[CH2:3][CH2:4]Br.[Mg:12].C(Br)C[Br:15].[Cl-].CC(CCCC(C)C)CC[Zn+].C(OC(C)(CCC(Cl)C(=C)C)C=C)(=O)C>[Cl-].[Zn+2].[Cl-].O1CCCC1>[CH3:1][CH:2]([CH2:6][CH2:7][CH2:8][CH:9]([CH3:10])[CH3:11])[CH2:3][CH2:4][Mg:12][Br:15] |f:3.4,6.7.8|. Procedure details: In a similar manner to that described in Example 1, a tetrahydrofuran solution of 3,7-dimethyloctylmagnesium bromide was prepared from 6.64 g (0.03 mol) of 3,7-dimethyloctyl bromide, 0.73 g of metallic magnesium, 40 ml of tetrahydrofuran and 3 droplets of ethylene bromide and converted into a tetrahydrofuran solution of 3,7-dimethyloctylzinc chloride by the addition of 4.08 g (0.03 mol) of anhydrous zinc chloride. The subsequent step was conducted with this solution, 0.2 g (0.001 mol) of CuBr·(C... The reactants are Cc1cccc(-c2nc(-c3ccc(Br)cc3)nc(-c3cccc(C)c3)n2)c1, Brc1cccc(-c2ccccn2)n1, [Li]CCCC, CCCCCC, C1CCOC1, c1ccc(P(c2ccccc2)(c2ccccc2)[Pd](P(c2ccccc2)(c2ccccc2)c2ccccc2)(P(c2ccccc2)(c2ccccc2)c2ccccc2)P(c2ccccc2)(c2ccccc2)c2ccccc2)cc1. Product: Cc1cccc(-c2nc(-c3ccc(-c4cccc(-c5ccccn5)n4)cc3)nc(-c3cccc(C)c3)n2)c1. RXN SMILES: [Br:12][c:13]1[cH:14][cH:15][c:16](-[c:19]2[n:20][c:21](-[c:32]3[cH:33][c:34]([CH3:38])[cH:35][cH:36][cH:37]3)[n:22][c:23](-[c:25]3[cH:26][c:27]([CH3:31])[cH:28][cH:29][cH:30]3)[n:24]2)[cH:17][cH:18]1.[Br:39][c:40]1[cH:41][cH:42][cH:43][c:44](-[c:46]2[n:47][cH:48][cH:49][cH:50][cH:51]2)[n:45]1.[CH2:7]([Li:8])[CH2:9][CH2:10][CH3:11].[CH3:1][CH2:2][CH2:3][CH2:4][CH2:5][CH3:6].[O:129]1[CH2:130][CH2:131][CH2:132][CH2:133]1.[cH:52]1[cH:53][cH:54][c:55]([P:56]([Pd:57]([P:58]([c:59]2[cH:60][cH:61][cH:62][cH:63][cH:64]2)([c:65]2[cH:66][cH:67][cH:68][cH:69][cH:70]2)[c:71]2[cH:72][cH:73][cH:74][cH:75][cH:76]2)([P:77]([c:78]2[cH:79][cH:80][cH:81][cH:82][cH:83]2)([c:84]2[cH:85][cH:86][cH:87][cH:88][cH:89]2)[c:90]2[cH:91][cH:92][cH:93][cH:94][cH:95]2)[P:96]([c:97]2[cH:98][cH:99][cH:100][cH:101][cH:102]2)([c:103]2[cH:104][cH:105][cH:106][cH:107][cH:108]2)[c:109]2[cH:110][cH:111][cH:112][cH:113][cH:114]2)([c:115]2[cH:116][cH:117][cH:118][cH:119][cH:120]2)[c:121]2[cH:122][cH:123][cH:124][cH:125][cH:126]2)[cH:127][cH:128]1>>[c:13]1(-[c:40]2[cH:41][cH:42][cH:43][c:44](-[c:46]3[n:47][cH:48][cH:49][cH:50][cH:51]3)[n:45]2)[cH:14][cH:15][c:16](-[c:19]2[n:20][c:21](-[c:32]3[cH:33][c:34]([CH3:38])[cH:35][cH:36][cH:37]3)[n:22][c:23](-[c:25]3[cH:26][c:27]([CH3:31])[cH:28][cH:29][cH:30]3)[n:24]2)[cH:17][cH:18]1. RXN SMILES: [C:1](=[O:2])([O:3][CH3:4])[C:5]1=[C:6]([O:26][CH2:27][O:28][CH3:29])[CH2:7][CH2:8][C:9]([c:11]2[cH:12][c:13]([O:19][CH2:20][CH:21]3[CH2:22][CH2:23]3)[c:14]([O:17][CH3:18])[cH:15][cH:16]2)([C:24]#[N:25])[CH2:10]1.[CH3:32][OH:33].[K+:31].[O:34]1[CH2:35][CH2:36][CH2:37][CH2:38]1.[OH-:30].[OH2:39]>>[C:1](=[O:2])([OH:3])[C:5]1=[C:6]([O:26][CH2:27][O:28][CH3:29])[CH2:7][CH2:8][C:9]([c:11]2[cH:12][c:13]([O:19][CH2:20][CH:21]3[CH2:22][CH2:23]3)[c:14]([O:17][CH3:18])[cH:15][cH:16]2)([C:24]#[N:25])[CH2:10]1. Yields the product COCOC1=C(C(=O)O)CC(C#N)(c2ccc(OC)c(OCC3CC3)c2)CC1. Starting materials: COCOC1=C(C(=O)OC)CC(C#N)(c2ccc(OC)c(OCC3CC3)c2)CC1, CO, [K+], C1CCOC1, [OH-], O.